Dataset: the Open Reaction Database (ORD), a public repository of structured organic reaction records. Task: describe an organic reaction: reactants, conditions, products, and yield Reactants: CO, NNc1ccc(C(F)(F)F)cc1. Product: Nc1ccc(C(F)(F)F)cc1. As a reaction SMILES: [CH3:13][OH:14].[F:1][C:2]([c:3]1[cH:4][cH:5][c:6]([NH:9][NH2:10])[cH:7][cH:8]1)([F:11])[F:12]>>[F:1][C:2]([c:3]1[cH:4][cH:5][c:6]([NH2:9])[cH:7][cH:8]1)([F:11])[F:12].